This data is from the Open Reaction Database (ORD), a public repository of structured organic reaction records. The task is: describe an organic reaction: reactants, conditions, products, and yield Conditions: time 3 hour. Reagents/catalysts: C(C)(=O)[O-].[Pd+2].C(C)(=O)[O-] (Palladium(II) acetate). Procedure details: To a stirred suspension of ethyl 7-(4-(4-bromophenethylcarbamoyl)phenoxy)-6-chlorochroman-4-carboxylate (0.56 g, 1.0 mmol) in toluene (6 mL) at ambient temperature was added successively water (0.3 mL), potassium phosphate (0.64 g, 3.0 mmol), tricyclohexylphosphine (0.11 g, 0.40 mmol), and cyclopropylboronic acid (0.17 g, 2.0 mmol). The resulting mixture was stirred and a balloon of nitrogen with a three-way purge valve was attached, and the flask was evacuated and refilled five times with nitro... Product: ClC=1C=C2C(CCOC2=CC1OC1=CC=C(C=C1)C(NCCC1=CC=C(C=C1)C1CC1)=O)C(=O)OCC (ethyl 6-chloro-7-(4-(4-cyclopropylphenethylcarbamoyl)phenoxy)chroman-4-carboxylate). Run in O (water), C1(=CC=CC=C1)C (toluene). RXN SMILES: Br[C:2]1[CH:35]=[CH:34][C:5]([CH2:6][CH2:7][NH:8][C:9]([C:11]2[CH:33]=[CH:32][C:14]([O:15][C:16]3[CH:25]=[C:24]4[C:19]([CH:20]([C:26]([O:28][CH2:29][CH3:30])=[O:27])[CH2:21][CH2:22][O:23]4)=[CH:18][C:17]=3[Cl:31])=[CH:13][CH:12]=2)=[O:10])=[CH:4][CH:3]=1.P([O-])([O-])([O-])=O.[K+].[K+].[K+].C1(P([CH:57]2[CH2:62][CH2:61]CCC2)C2CCCCC2)CCCCC1.C1(B(O)O)CC1>C1(C)C=CC=CC=1.C([O-])(=O)C.[Pd+2].C([O-])(=O)C.O>[Cl:31][C:17]1[CH:18]=[C:19]2[C:24](=[CH:25][C:16]=1[O:15][C:14]1[CH:32]=[CH:33][C:11]([C:9](=[O:10])[NH:8][CH2:7][CH2:6][C:5]3[CH:34]=[CH:35][C:2]([CH:61]4[CH2:62][CH2:57]4)=[CH:3][CH:4]=3)=[CH:12][CH:13]=1)[O:23][CH2:22][CH2:21][CH:20]2[C:26]([O:28][CH2:29][CH3:30])=[O:27] |f:1.2.3.4,8.9.10|. The yield is 115.4%. Reactants: P(=O)([O-])([O-])[O-].[K+].[K+].[K+] (potassium phosphate), C1(CCCCC1)P(C1CCCCC1)C1CCCCC1 (tricyclohexylphosphine), C1(CC1)B(O)O (cyclopropylboronic acid), BrC1=CC=C(CCNC(=O)C2=CC=C(OC3=C(C=C4C(CCOC4=C3)C(=O)OCC)Cl)C=C2)C=C1 (ethyl 7-(4-(4-bromophenethylcarbamoyl)phenoxy)-6-chlorochroman-4-carboxylate). Run in C(Cl)Cl (methylene chloride). Procedure: To a solution of 12-phthalimido-3,3,9,9-tetramethyl-5-oxa4,8-diaza-2,10-dodecane dione dioxime (52a) (2.0 g, 4.6 mmol) in methylene chloride (100 mL) was added hydrazine (0.3 mL, 9.3 mmol) and the reaction mixture was refluxed for 3 h. The white solid formed was filtered and the filter cake was washed with methylene chloride (50 mL). The combined filtrate and the washings were concentrated to give a thick oil which was dried under vacuum to afford a white solid. Yield: 1.2 g (82%). MS: (M+H)+=30... The product is NCCC(C(NCCONC(C(C)=NO)(C)C)(C)C)=NO (12-Amino-3,3,9,9-tetramethyl-5-oxa-4,8-diaza-2,10-dodecanedione dioxime). Reaction SMILES: C1(=O)[N:5]([CH2:6][CH2:7][C:8](=[N:24][OH:25])[C:9]([CH3:23])([CH3:22])[NH:10][CH2:11][CH2:12][O:13][NH:14][C:15]([CH3:21])([CH3:20])[C:16](=[N:18][OH:19])[CH3:17])C(=O)C2=CC=CC=C12.NN>C(Cl)Cl>[NH2:5][CH2:6][CH2:7][C:8](=[N:24][OH:25])[C:9]([CH3:23])([CH3:22])[NH:10][CH2:11][CH2:12][O:13][NH:14][C:15]([CH3:20])([CH3:21])[C:16](=[N:18][OH:19])[CH3:17]. The reactants are C1(C=2C(C(N1CCC(C(NCCONC(C(C)=NO)(C)C)(C)C)=NO)=O)=CC=CC2)=O (12-Phthalimido-3,3,9,9-tetramethyl-5-oxa-4,8-diaza-2,10-dodecanedione dioxime), NN (hydrazine). Procedure: 4-(5-{[3-(trifluoromethyl)phenyl]amino}-4H-1,2,4-triazol-3-yl)phenol (160 mg, 0.5 mmol) was dissolved in 3 mL of anhydrous dioxane in 2-5 mL microwave vial (Personal Chemistry). Solid Cs2CO3 (163.0 mg, 0.5 mmol) was added, followed by 4-chloro-2,6,-diaminopyrimidine (79.5 mg, 0.55 mmol). The vial was capped and microwaved at 200° C. for 20 min. Then ca. 3 mL of MeOH was added to dissolve the formed suspension, the solution was transferred into a round-bottom flask and solvent was removed in vacu... Product: FC(C=1C=C(C=CC1)NC=1NC(=NN1)C1=CC=C(OC2=CC(=NC(=N2)N)N)C=C1)(F)F (6-[4-(5-{[3-(trifluoromethyl)phenyl]amino}-4H-[1,2,4]triazol-3-yl)-phenoxy]-pyrimidine-2,4-diamine). Reaction SMILES: [F:1][C:2]([F:23])([F:22])[C:3]1[CH:4]=[C:5]([NH:9][C:10]2[NH:11][C:12]([C:15]3[CH:20]=[CH:19][C:18]([OH:21])=[CH:17][CH:16]=3)=[N:13][N:14]=2)[CH:6]=[CH:7][CH:8]=1.C([O-])([O-])=O.[Cs+].[Cs+].Cl[C:31]1[CH:36]=[C:35]([NH2:37])[N:34]=[C:33]([NH2:38])[N:32]=1.CO>O1CCOCC1>[F:23][C:2]([F:22])([F:1])[C:3]1[CH:4]=[C:5]([NH:9][C:10]2[NH:11][C:12]([C:15]3[CH:20]=[CH:19][C:18]([O:21][C:31]4[N:32]=[C:33]([NH2:38])[N:34]=[C:35]([NH2:37])[CH:36]=4)=[CH:17][CH:16]=3)=[N:13][N:14]=2)[CH:6]=[CH:7][CH:8]=1 |f:1.2.3|. Solvent: O1CCOCC1 (dioxane). Starting materials: CO (MeOH), FC(C=1C=C(C=CC1)NC=1NC(=NN1)C1=CC=C(C=C1)O)(F)F (4-(5-{[3-(trifluoromethyl)phenyl]amino}-4H-1,2,4-triazol-3-yl)phenol), ClC1=NC(=NC(=C1)N)N (4-chloro-2,6,-diaminopyrimidine), C(=O)([O-])[O-].[Cs+].[Cs+] (Cs2CO3).